This data is from the Open Reaction Database (ORD), a public repository of structured organic reaction records. The task is: describe an organic reaction: reactants, conditions, products, and yield The reactants are Cl.C(C)OC(=O)C1(CC1)N (1-Amino-cyclopropanecarboxylic acid ethyl ester HCl salt), CCN(C(C)C)C(C)C (Hunig's base), COC(=O)C=1C(=C2C=C(C(N(C2=CN1)CC1=CC=CC=C1)=O)C1=CC=CC=C1)O (1-benzyl-5-hydroxy-2-oxo-3-phenyl-1,2-dihydro-[1,7]naphthyridine-6-carboxylic acid methyl ester), [OH-].[Na+] (NaOH), C=1C=CC2=C(C1)N=NN2O (HOBt), C(CCl)Cl (EDC). Run in C1CCOC1 (THF), CO (MeOH), C(Cl)Cl (CH2Cl2), CCOC(=O)C (EtOAc). Conditions: time 8 hour. The product is C(C)OC(=O)C1(CC1)NC(=O)C=1C(=C2C=C(C(N(C2=CN1)CC1=CC=CC=C1)=O)C1=CC=CC=C1)O (1-[(1-Benzyl-5-hydroxy-2-oxo-3-phenyl-1,2-dihydro-[1,7]naphthyridine-6-carbonyl)-amino]-cyclopropanecarboxylic acid ethyl ester). Yield: 51.7%. RXN SMILES: CO[C:3]([C:5]1[C:6]([OH:29])=[C:7]2[C:12](=[CH:13][N:14]=1)[N:11]([CH2:15][C:16]1[CH:21]=[CH:20][CH:19]=[CH:18][CH:17]=1)[C:10](=[O:22])[C:9]([C:23]1[CH:28]=[CH:27][CH:26]=[CH:25][CH:24]=1)=[CH:8]2)=[O:4].[OH-].[Na+].C1C=CC2N(O)N=NC=2C=1.C(Cl)CCl.Cl.[CH2:47]([O:49][C:50]([C:52]1([NH2:55])[CH2:54][CH2:53]1)=[O:51])[CH3:48].CCN(C(C)C)C(C)C>CCOC(C)=O.C(Cl)Cl.C1COCC1.CO>[CH2:47]([O:49][C:50]([C:52]1([NH:55][C:3]([C:5]2[C:6]([OH:29])=[C:7]3[C:12](=[CH:13][N:14]=2)[N:11]([CH2:15][C:16]2[CH:21]=[CH:20][CH:19]=[CH:18][CH:17]=2)[C:10](=[O:22])[C:9]([C:23]2[CH:28]=[CH:27][CH:26]=[CH:25][CH:24]=2)=[CH:8]3)=[O:4])[CH2:54][CH2:53]1)=[O:51])[CH3:48] |f:1.2,5.6|. Procedure: A mixture of 1-benzyl-5-hydroxy-2-oxo-3-phenyl-1,2-dihydro-[1,7]naphthyridine-6-carboxylic acid methyl ester (60 mg, 0.16 mmol), 2 M NaOH (3 mL), MeOH (3 mL) and THF (3 mL) was stirred at r.t. overnight, then concentrated to approximately one-third of its original volume. 1 M HCl was added to acidify the mixture, and the resulting suspension was extracted with EtOAc. The organic layer was dried over MgSO4 and concentrated. To the residue were then added HOBt (34 mg, 0.25 mmol), CH2Cl2 (3 mL), an...